This data is from the Open Reaction Database (ORD), a public repository of structured organic reaction records. The task is: describe an organic reaction: reactants, conditions, products, and yield The reactants are Cl(=O)[O-].[Na+] (sodium chlorite), O.P(=O)(O)(O)[O-].[Na+] (sodium dihydrogen phosphate monohydrate), BrC1=NC=CC(=C1)C1(CC1)C=O (1-(2-bromopyridin-4-yl)-cyclopropanecarboxaldehyde), CC(C)=CC (2-methyl-2-butene). The solvent is O (water), C(C)(C)(C)O (t-butanol). Run at time 18 hour. Product: BrC1=NC=CC(=C1)C1(CC1)C(=O)O (1-(2-bromopyridin-4-yl)-cyclopropanecarboxylic acid). Reaction SMILES: Cl([O-])=O.[Na+].[OH2:5].P([O-])(O)(O)=O.[Na+].[Br:12][C:13]1[CH:18]=[C:17]([C:19]2([CH:22]=[O:23])[CH2:21][CH2:20]2)[CH:16]=[CH:15][N:14]=1.CC(=CC)C>O.C(O)(C)(C)C>[Br:12][C:13]1[CH:18]=[C:17]([C:19]2([C:22]([OH:5])=[O:23])[CH2:20][CH2:21]2)[CH:16]=[CH:15][N:14]=1 |f:0.1,2.3.4|. Procedure: A solution of sodium chlorite (368 mg, 3.26 mmol) and sodium dihydrogen phosphate monohydrate (449 mg, 3.26 mmol) in 5 mL of water is added dropwise to a solution of crude 1-(2-bromopyridin-4-yl)-cyclopropanecarboxaldehyde (566 mg, 2.50 mmol) and 2-methyl-2-butene (1.73 mL, 16.3 mmol) in t-butanol (12 mL), and the resulting reaction mixture is stirred at room temperature. After 18 hours, the mixture is concentrated in vacuo, acidified to pH 2 with 1 M aqueous HCl, diluted with brine (25 mL) and ... Starting materials: O1C(COC2=C(C=C(C=C2)C=O)OC)C1 (4-(2,3-epoxypropoxy)-3-methoxyphenyl methanone), FC1=CC2=C(C(=NO2)C2CCNCC2)C=C1 (4-(6-fluoro-1,2-benzisoxazol-3-yl)piperidine). Run in C(C)(C)O (isopropyl alcohol). Reaction conditions: temperature 55 celsius. The product is FC1=CC2=C(C(=NO2)C2CCN(CC2)CC(COC2=C(C=C(C=C2)C=O)OC)O)C=C1 (4-[3-[4-(6-Fluoro-1,2-benzisoxazol-3-yl)-1-piperidinyl]-2-hydroxy-1-propoxy]-3-methoxyphenyl methanone). Isolated yield 89.2%. Reaction SMILES: [O:1]1[CH2:15][CH:2]1[CH2:3][O:4][C:5]1[CH:10]=[CH:9][C:8]([CH:11]=[O:12])=[CH:7][C:6]=1[O:13][CH3:14].[F:16][C:17]1[CH:31]=[CH:30][C:20]2[C:21]([CH:24]3[CH2:29][CH2:28][NH:27][CH2:26][CH2:25]3)=[N:22][O:23][C:19]=2[CH:18]=1>C(O)(C)C>[F:16][C:17]1[CH:31]=[CH:30][C:20]2[C:21]([CH:24]3[CH2:25][CH2:26][N:27]([CH2:15][CH:2]([OH:1])[CH2:3][O:4][C:5]4[CH:10]=[CH:9][C:8]([CH:11]=[O:12])=[CH:7][C:6]=4[O:13][CH3:14])[CH2:28][CH2:29]3)=[N:22][O:23][C:19]=2[CH:18]=1. Procedure: A stirred mixture of 4-(2,3-epoxypropoxy)-3-methoxyphenyl methanone (4.5 g, 22.5 mmol) and 4-(6-fluoro-1,2-benzisoxazol-3-yl)piperidine (5.36 g, 24.3 mmol) in isopropyl alcohol (150 ml) was heated at 55° C. for 16 hours. The mixture was cooled and the solvent was removed on a rotary evaporator. The residue was purified by flash chromatography over a silica gel column (SiO2, 80 g; eluted with dichloromethane, DCM, and 1% CH3OH in DCM). The oil thus obtained solidified quickly, weight: 9.47 g. Rec... Starting materials: [Mg] (magnesium), [Cl-].[NH4+] (ammonium chloride), FC=1C=C(C=C(C1)F)Br (3,5-difluorobromobenzene), solution, C(CC)[C@@H]1CC[C@H](CC1)[C@@H]1CC[C@H](CC1)CCCC=O (4-(trans-4-(trans-4-propylcyclohexyl)cyclohexyl)butanal). Run in C1CCOC1 (THF), C1CCOC1 (THF). Conditions: temperature 50 celsius, time 1 hour. The product is FC1=CC(=CC(=C1)C=CCC[C@@H]1CC[C@H](CC1)[C@@H]1CC[C@H](CC1)CCC)F (1,3-difluoro-5-(4-(trans-4-(trans-4-propylcyclohexyl)cyclohexyl)butenyl)benzene). Yield: 48.5%. Reaction SMILES: [Mg].[F:2][C:3]1[CH:4]=[C:5](Br)[CH:6]=[C:7]([F:9])[CH:8]=1.[CH2:11]([C@H:14]1[CH2:19][CH2:18][C@H:17]([C@H:20]2[CH2:25][CH2:24][C@H:23]([CH2:26][CH2:27][CH2:28][CH:29]=O)[CH2:22][CH2:21]2)[CH2:16][CH2:15]1)[CH2:12][CH3:13].[Cl-].[NH4+]>C1COCC1>[F:2][C:3]1[CH:4]=[C:5]([CH:29]=[CH:28][CH2:27][CH2:26][C@H:23]2[CH2:24][CH2:25][C@H:20]([C@H:17]3[CH2:16][CH2:15][C@H:14]([CH2:11][CH2:12][CH3:13])[CH2:19][CH2:18]3)[CH2:21][CH2:22]2)[CH:6]=[C:7]([F:9])[CH:8]=1 |f:3.4|. Procedure details: Under a nitrogen gas stream, 3.32 g (136 mmol) of magnesium was added to 50 ml of THF, and 300 ml of a THF solution containing 23.9 g (124 mmol) of 3,5-difluorobromobenzene was added dropwise, while a reaction temperature was maintained at about 50° C. After stirring at room temperature for 1 hour, 300 ml of a solution containing 28.7 g (103 mmol) of 4-(trans-4-(trans-4-propylcyclohexyl)cyclohexyl)butanal obtained by the reaction in the fifth step was added dropwise. After stirring at 50 to 60° ... Reactants: CC(C)c1nn(Cc2ccccc2Br)c(=O)c(C(=O)NCC(=O)O)c1O, O=C([O-])[O-], C1COCCO1, CO, Cl, [K+], [K+], O=[N+]([O-])c1ccc(B(O)O)cc1, O, c1ccc(P(c2ccccc2)(c2ccccc2)[Pd](P(c2ccccc2)(c2ccccc2)c2ccccc2)(P(c2ccccc2)(c2ccccc2)c2ccccc2)P(c2ccccc2)(c2ccccc2)c2ccccc2)cc1. Product: CC(C)c1nn(Cc2ccccc2-c2ccc([N+](=O)[O-])cc2)c(=O)c(C(=O)NCC(=O)O)c1O. RXN SMILES: [Br:1][c:2]1[c:3]([CH2:8][n:9]2[n:10][c:11]([CH:24]([CH3:25])[CH3:26])[c:12]([OH:23])[c:13]([C:16](=[O:17])[NH:18][CH2:19][C:20](=[O:21])[OH:22])[c:14]2=[O:15])[cH:4][cH:5][cH:6][cH:7]1.[C:39](=[O:40])([O-:41])[O-:42].[CH2:46]1[O:47][CH2:48][CH2:49][O:50][CH2:51]1.[CH3:53][OH:54].[ClH:45].[K+:43].[K+:44].[N+:27](=[O:28])([O-:29])[c:30]1[cH:31][cH:32][c:33]([B:36]([OH:37])[OH:38])[cH:34][cH:35]1.[OH2:52].[cH:55]1[cH:56][cH:57][c:58]([P:59]([Pd:60]([P:61]([c:62]2[cH:63][cH:64][cH:65][cH:66][cH:67]2)([c:68]2[cH:69][cH:70][cH:71][cH:72][cH:73]2)[c:74]2[cH:75][cH:76][cH:77][cH:78][cH:79]2)([P:80]([c:81]2[cH:82][cH:83][cH:84][cH:85][cH:86]2)([c:87]2[cH:88][cH:89][cH:90][cH:91][cH:92]2)[c:93]2[cH:94][cH:95][cH:96][cH:97][cH:98]2)[P:99]([c:100]2[cH:101][cH:102][cH:103][cH:104][cH:105]2)([c:106]2[cH:107][cH:108][cH:109][cH:110][cH:111]2)[c:112]2[cH:113][cH:114][cH:115][cH:116][cH:117]2)([c:118]2[cH:119][cH:120][cH:121][cH:122][cH:123]2)[c:124]2[cH:125][cH:126][cH:127][cH:128][cH:129]2)[cH:130][cH:131]1>>[c:2]1(-[c:33]2[cH:32][cH:31][c:30]([N+:27](=[O:28])[O-:29])[cH:35][cH:34]2)[c:3]([CH2:8][n:9]2[n:10][c:11]([CH:24]([CH3:25])[CH3:26])[c:12]([OH:23])[c:13]([C:16](=[O:17])[NH:18][CH2:19][C:20](=[O:21])[OH:22])[c:14]2=[O:15])[cH:4][cH:5][cH:6][cH:7]1. Reactants: C(C1=CC=CC=C1)N (Benzylamine), ClC1=C(C(=O)O)C=CC=N1 (2-Chloronicotinic acid), ClC(=O)OCC(C)C (isobutyl chloroformate), 2L, CN1CCOCC1 (N-methylmorpholine). Solvent: O1CCCC1 (tetrahydrofuran), Cl (HCl). Run at temperature 0 celsius, time 30 minute. The product is C(C1=CC=CC=C1)NC(C1=C(N=CC=C1)Cl)=O (N-benzyl-2-chloronicotinamide). The yield is 71.8%. RXN SMILES: [Cl:1][C:2]1[N:10]=[CH:9][CH:8]=[CH:7][C:3]=1[C:4]([OH:6])=O.CN1CCOCC1.ClC(OCC(C)C)=O.[CH2:26]([NH2:33])[C:27]1[CH:32]=[CH:31][CH:30]=[CH:29][CH:28]=1>Cl.O1CCCC1>[CH2:26]([NH:33][C:4](=[O:6])[C:3]1[CH:7]=[CH:8][CH:9]=[N:10][C:2]=1[Cl:1])[C:27]1[CH:32]=[CH:31][CH:30]=[CH:29][CH:28]=1. Procedure: 2-Chloronicotinic acid (25 grams, 158.67 mmol) is placed into a 2L 4-neck round bottom flask equipped with mechanical stirring, thermometer, nitrogen inlet and a rubber septum and is charged with 800 ml of tetrahydrofuran (THF). The reaction is chilled to 0° C. N-methylmorpholine (16.05 grams, 158.67 mmol) is added via syringe. The reaction is chilled to -10° C. and isobutyl chloroformate (21.67 grams, 158.67 mmol) is added to the reaction via syringe while maintaining the temperature at less th...